The task is: describe an organic reaction: reactants, conditions, products, and yield. This data is from the Open Reaction Database (ORD), a public repository of structured organic reaction records. Reactants: BrC1CCC1, O=C([O-])[O-], COC(=O)c1ccc(C#N)c(O)c1, [Cs+], [Cs+], CN(C)C=O, O. The product is COC(=O)c1ccc(C#N)c(OC2CCC2)c1. Reaction SMILES: [Br:20][CH:21]1[CH2:22][CH2:23][CH2:24]1.[C:14](=[O:15])([O-:16])[O-:17].[C:1](#[N:2])[c:3]1[c:4]([OH:13])[cH:5][c:6]([C:7](=[O:8])[O:9][CH3:10])[cH:11][cH:12]1.[Cs+:18].[Cs+:19].[O:26]=[CH:27][N:28]([CH3:29])[CH3:30].[OH2:25]>>[C:1](#[N:2])[c:3]1[c:4]([O:13][CH:21]2[CH2:22][CH2:23][CH2:24]2)[cH:5][c:6]([C:7](=[O:8])[O:9][CH3:10])[cH:11][cH:12]1. Starting materials: Cc1cc(-n2ccc3oc(Br)cc3c2=O)ccc1[N+](=O)[O-], CCO, [Cl-], [NH4+], O. The product is Cc1cc(-n2ccc3oc(Br)cc3c2=O)ccc1N. Reaction SMILES: [Br:3][c:4]1[cH:5][c:6]2[c:7](=[O:23])[n:8](-[c:13]3[cH:14][c:15]([CH3:22])[c:16]([N+:19]([O-:20])=[O:21])[cH:17][cH:18]3)[cH:9][cH:10][c:11]2[o:12]1.[CH3:24][CH2:25][OH:26].[Cl-:1].[NH4+:2].[OH2:27]>>[Br:3][c:4]1[cH:5][c:6]2[c:7](=[O:23])[n:8](-[c:13]3[cH:14][c:15]([CH3:22])[c:16]([NH2:19])[cH:17][cH:18]3)[cH:9][cH:10][c:11]2[o:12]1. Reactants: C(C)OC=1C=C(C=CC1OCC)C1=NC(=NO1)C=1C=CC2=C(C=C(O2)CN2CC(C2)C(=O)OC)C1 (Methyl 1-((5-(5-(3,4-diethoxyphenyl)-1,2,4-oxadiazol-3-yl)benzofuran-2-yl)methyl)azetidine-3-carboxylate), [OH-].[K+] (KOH). Run in O1CCOCC1 (dioxane). Product: C(C)OC=1C=C(C=CC1OCC)C1=NC(=NO1)C=1C=CC2=C(C=C(O2)CN2CC(C2)C(=O)O)C1 (1-((5-(5-(3,4-Diethoxyphenyl)-1,2,4-oxadiazol-3-yl)benzofuran-2-yl)methyl)azetidine-3-carboxylic acid). Isolated yield 54.8%. RXN SMILES: [CH2:1]([O:3][C:4]1[CH:5]=[C:6]([C:13]2[O:17][N:16]=[C:15]([C:18]3[CH:19]=[CH:20][C:21]4[O:25][C:24]([CH2:26][N:27]5[CH2:30][CH:29]([C:31]([O:33]C)=[O:32])[CH2:28]5)=[CH:23][C:22]=4[CH:35]=3)[N:14]=2)[CH:7]=[CH:8][C:9]=1[O:10][CH2:11][CH3:12])[CH3:2].[OH-].[K+]>O1CCOCC1>[CH2:1]([O:3][C:4]1[CH:5]=[C:6]([C:13]2[O:17][N:16]=[C:15]([C:18]3[CH:19]=[CH:20][C:21]4[O:25][C:24]([CH2:26][N:27]5[CH2:28][CH:29]([C:31]([OH:33])=[O:32])[CH2:30]5)=[CH:23][C:22]=4[CH:35]=3)[N:14]=2)[CH:7]=[CH:8][C:9]=1[O:10][CH2:11][CH3:12])[CH3:2] |f:1.2|. Procedure details: A mixture of the product of Step A (0.06 g; 0.126 mmol) and 10% KOH (0.1 ml) in dioxane (2 ml) was refluxed for 1 h and solvents were evaporated to dryness. The residue was treated with AcOH (0.5 ml) and evaporated to dryness in vacuo. The residue was purified by FCC (SiO2, CH2Cl2 saturated with concentrated NH4OH and MeOH, 85:15) to give the title compound (0.032 g; 55%), as a colourless solid. 1H-NMR (CD3OD+CDCl3) 8.37 (d, 1H, J=3 Hz); 8.09 (dd, 1H, J=3, 6 Hz); 7.77 (dd, 1H, J=3, 9 Hz); 7.68 (... Starting materials: ClC=1N=C(C2=C(N1)C(CC2)C2=CC=C(C=C2)F)NCCC(COC2=C(C=CC(=C2)[N+](=O)[O-])N2N=C(N=C2)C)O (4-(2-chloro-7-(4-fluorophenyl)-6,7-dihydro-5H-cyclopenta[d]pyrimidin-4-ylamino)-1-(2-(3-methyl-1H-1,2,4-triazol-1-yl)-5-nitrophenoxy)butan-2-ol), [Cl-].[NH4+] (ammonium chloride). Reagents/catalysts: [Fe] (iron). Run in CO (MeOH), O (water). Reaction conditions: temperature 80 celsius. Product: NC=1C=CC(=C(OCC(CCNC=2C3=C(N=C(N2)Cl)C(CC3)C3=CC=C(C=C3)F)O)C1)N1N=C(N=C1)C (1-(5-amino-2-(3-methyl-1H-1,2,4-triazol-1-yl)phenoxy)-4-(2-chloro-7-(4-fluorophenyl)-6,7-dihydro-5H-cyclopenta[d]pyrimidin-4-ylamino)butan-2-ol). The yield is 80.3%. Reaction SMILES: [Cl:1][C:2]1[N:3]=[C:4]([NH:18][CH2:19][CH2:20][CH:21]([OH:39])[CH2:22][O:23][C:24]2[CH:29]=[C:28]([N+:30]([O-])=O)[CH:27]=[CH:26][C:25]=2[N:33]2[CH:37]=[N:36][C:35]([CH3:38])=[N:34]2)[C:5]2[CH2:10][CH2:9][CH:8]([C:11]3[CH:16]=[CH:15][C:14]([F:17])=[CH:13][CH:12]=3)[C:6]=2[N:7]=1.[Cl-].[NH4+]>CO.O.[Fe]>[NH2:30][C:28]1[CH:27]=[CH:26][C:25]([N:33]2[CH:37]=[N:36][C:35]([CH3:38])=[N:34]2)=[C:24]([CH:29]=1)[O:23][CH2:22][CH:21]([OH:39])[CH2:20][CH2:19][NH:18][C:4]1[C:5]2[CH2:10][CH2:9][CH:8]([C:11]3[CH:16]=[CH:15][C:14]([F:17])=[CH:13][CH:12]=3)[C:6]=2[N:7]=[C:2]([Cl:1])[N:3]=1 |f:1.2|. Procedure: The mixture of 4-(2-chloro-7-(4-fluorophenyl)-6,7-dihydro-5H-cyclopenta[d]pyrimidin-4-ylamino)-1-(2-(3-methyl-1H-1,2,4-triazol-1-yl)-5-nitrophenoxy)butan-2-ol (70 mg, 0.126 mmol), iron (42.3 mg, 0.758 mmol) and ammonium chloride (67.6 mg, 1.264 mmol) in MeOH (842 μL) and water (421 μL) was heated at 80° C. for 1 h. The crude product was purified by Prep-HPLC to obtain 1-(5-amino-2-(3-methyl-1H-1,2,4-triazol-1-yl)phenoxy)-4-(2-chloro-7-(4-fluorophenyl)-6,7-dihydro-5H-cyclopenta[d]pyrimidin-4-ylam... Reactants: [N+](=O)([O-])C1=CC=CC=2OC3=C(C21)C=CC=C3 (1-nitrodibenzo[b,d]furan). The reagents and catalysts are [Pd] (Pd/C). The solvent is C(C)OC(C)=O (ethylacetate). Yields the product C1(=CC=CC=2OC3=C(C21)C=CC=C3)N (dibenzo[b,d]furan-1-amine). Yield: 81.4%. As a reaction SMILES: [N+:1]([C:4]1[C:12]2[C:11]3[CH:13]=[CH:14][CH:15]=[CH:16][C:10]=3[O:9][C:8]=2[CH:7]=[CH:6][CH:5]=1)([O-])=O>[Pd].C(OC(=O)C)C>[C:4]1([NH2:1])[C:12]2[C:11]3[CH:13]=[CH:14][CH:15]=[CH:16][C:10]=3[O:9][C:8]=2[CH:7]=[CH:6][CH:5]=1. Procedure: 1-nitrodibenzo[b,d]furan (7.3 g, 34.2 mmol) and 730 mg 10% Pd/C were added to 150 mL ethylacetate and the reaction mixture was hydrogenated at 50 psi. Reaction mixture was then filtered out and concentrated under vacuum. Crude product was purified by flash chromatography over silica gel with 90% DCM/Hexanes. Target compound (5.1 g, 82% yield) was isolated as off white solid.